This data is from the Open Reaction Database (ORD), a public repository of structured organic reaction records. The task is: describe an organic reaction: reactants, conditions, products, and yield RXN SMILES: [CH2:14]1[O:15][CH2:16][CH2:17][CH2:18]1.[Cl:1][c:2]1[n:3][cH:4][c:5]([C:8](=[CH2:9])[O:10][CH2:11][CH3:12])[cH:6][n:7]1.[ClH:13]>>[Cl:1][c:2]1[n:3][cH:4][c:5]([C:8]([CH3:9])=[O:10])[cH:6][n:7]1. Yields the product CC(=O)c1cnc(Cl)nc1. Reactants: C1CCOC1, C=C(OCC)c1cnc(Cl)nc1, Cl. Starting materials: Cl.CC1(C(C2=CC=CC=C2C12CCN(CC2)C(=O)C(COCC2=CC=CC=C2)NC(C(C)(C)N)=O)=O)C (N-[1(R,S)-[(2,3-dihydro-2,2-dimethyl-3-oxospiro[1H-indene-1,4'-piperidin]-1'-yl)carbonyl]-2-(phenylmethyloxy)ethyl]-2-amino-2-methylpropanamide hydrochloride), [BH4-].[Na+] (sodium borohydride). Product: Cl.CC1(C(C2=CC=CC=C2C12CCN(CC2)C(=O)C(COCC2=CC=CC=C2)NC(C(C)(C)N)=O)O)C (N-[1(R,S)-[(2,3-dihydro-2,2-dimethyl-3-(RS)-hydroxyspiro[1H-indene-1,4'-piperidin]-1'-yl)carbonyl]-2-(phenylmethyloxy)ethyl]-2-amino-2-methylpropanamide hydrochloride). Reaction SMILES: [ClH:1].[CH3:2][C:3]1([CH3:37])[C:11]2([CH2:16][CH2:15][N:14]([C:17]([CH:19]([NH:29][C:30](=[O:35])[C:31]([NH2:34])([CH3:33])[CH3:32])[CH2:20][O:21][CH2:22][C:23]3[CH:28]=[CH:27][CH:26]=[CH:25][CH:24]=3)=[O:18])[CH2:13][CH2:12]2)[C:10]2[C:5](=[CH:6][CH:7]=[CH:8][CH:9]=2)[C:4]1=[O:36].[BH4-].[Na+]>>[ClH:1].[CH3:2][C:3]1([CH3:37])[C:11]2([CH2:16][CH2:15][N:14]([C:17]([CH:19]([NH:29][C:30](=[O:35])[C:31]([NH2:34])([CH3:32])[CH3:33])[CH2:20][O:21][CH2:22][C:23]3[CH:28]=[CH:27][CH:26]=[CH:25][CH:24]=3)=[O:18])[CH2:13][CH2:12]2)[C:10]2[C:5](=[CH:6][CH:7]=[CH:8][CH:9]=2)[CH:4]1[OH:36] |f:0.1,2.3,4.5|. Isolated yield 63.8%. Procedure details: The title compound (16.1 mg, 0.030 mmol) was prepared from the intermediate obtained from Example 9, Step D (25 mg, 0.047 mmol) according to the procedure described for Example 5 (Step A) except that a large excess of sodium borohydride was used instead of a slight excess. Starting materials: ClC=1C=C(C=CC1OC)CCC1(CC(CC(O1)=O)=O)C1CCCC1 (6-[2-(3-Chloro-4-methoxy-phenyl)-ethyl]-6-cyclopentyl-dihydro-pyran-2,4-dione), N1(N=CN=C1)C1=CC=C(C=O)C=C1 (4-[1,2,4]Triazol-1-yl -benzaldehyde). Product: ClC=1C=C(C=CC1OC)CCC1(CC(=C(C(O1)=O)CC1=CC=C(C=C1)N1N=CN=C1)O)C1CCCC1 (6-[2-(3-Chloro-4-methoxy-phenyl)-ethyl]-6-cyclopentyl-4-hydroxy-3-(4-[1,2,4]triazol-1-yl-benzyl)-5,6-dihydro-pyran-2-one). As a reaction SMILES: [Cl:1][C:2]1[CH:3]=[C:4]([CH2:10][CH2:11][C:12]2([CH:20]3[CH2:24][CH2:23][CH2:22][CH2:21]3)[O:17][C:16](=[O:18])[CH2:15][C:14](=[O:19])[CH2:13]2)[CH:5]=[CH:6][C:7]=1[O:8][CH3:9].[N:25]1([C:30]2[CH:37]=[CH:36][C:33]([CH:34]=O)=[CH:32][CH:31]=2)[CH:29]=[N:28][CH:27]=[N:26]1>>[Cl:1][C:2]1[CH:3]=[C:4]([CH2:10][CH2:11][C:12]2([CH:20]3[CH2:24][CH2:23][CH2:22][CH2:21]3)[O:17][C:16](=[O:18])[C:15]([CH2:34][C:33]3[CH:32]=[CH:31][C:30]([N:25]4[CH:29]=[N:28][CH:27]=[N:26]4)=[CH:37][CH:36]=3)=[C:14]([OH:19])[CH2:13]2)[CH:5]=[CH:6][C:7]=1[O:8][CH3:9]. Reported procedure: The title compound was prepared by coupling 6-[2-(3-Chloro-4-methoxy-phenyl)-ethyl]-6-cyclopentyl-dihydro-pyran-2,4-dione from Step 1 of Example B(13), to 4-[1,2,4]Triazol-1-yl -benzaldehyde using the Me2NHBH3 method described in the synthesis of Example B(31).ESIMS (MH+): 509.1. The reactants are CCN(C(C)C)C(C)C, Cc1ccccc1, O=C(OC(=O)C(F)(F)F)C(F)(F)F, O=C(O)C1CCC(=O)N1C(=O)O, O. The product is O=C(O)C1CC=CN1C(=O)O. As a reaction SMILES: [CH2:13]([N:14]([CH:15]([CH3:16])[CH3:17])[CH:18]([CH3:19])[CH3:20])[CH3:21].[CH3:36][c:37]1[cH:38][cH:39][cH:40][cH:41][cH:42]1.[F:22][C:23]([F:24])([F:25])[C:26]([O:27][C:28](=[O:29])[C:30]([F:31])([F:32])[F:33])=[O:34].[O:1]=[C:2]1[N:3]([C:10](=[O:11])[OH:12])[CH:4]([C:7](=[O:8])[OH:9])[CH2:5][CH2:6]1.[OH2:35]>>[CH:2]1=[CH:6][CH2:5][CH:4]([C:7](=[O:8])[OH:9])[N:3]1[C:10](=[O:11])[OH:12]. RXN SMILES: [OH:1][C:2]1[C:11]2[C:6](=[CH:7][CH:8]=[CH:9][CH:10]=2)[C:5]2=[N:12][N:13]=[C:14]([C:15]3[O:19][N:18]=[C:17]([CH3:20])[CH:16]=3)[N:4]2[N:3]=1.CC1C=C(C2N3N=C(OCC4C=CC=CN=4)C4C(C3=NN=2)=CC=CC=4)ON=1.Cl[CH2:49][C:50]1[CH:55]=[N:54][CH:53]=[CH:52][N:51]=1>>[CH3:20][C:17]1[CH:16]=[C:15]([C:14]2[N:4]3[N:3]=[C:2]([O:1][CH2:49][C:50]4[CH:55]=[N:54][CH:53]=[CH:52][N:51]=4)[C:11]4[C:6]([C:5]3=[N:12][N:13]=2)=[CH:7][CH:8]=[CH:9][CH:10]=4)[O:19][N:18]=1. Product: CC1=NOC(=C1)C1=NN=C2N1N=C(C1=CC=CC=C21)OCC2=NC=CN=C2 (3-(3-Methylisoxazol-5-yl)-6-(pyrazin-2-yl)methyloxy-1,2,4-triazolo[3,4-a]phthalazine). The reactants are OC1=NN2C(C3=CC=CC=C13)=NN=C2C2=CC(=NO2)C (6-hydroxy-3-(3-methylisoxazol-5-yl)-1,2,4-triazolo[3,4-a]phthalazine), CC1=NOC(=C1)C1=NN=C2N1N=C(C1=CC=CC=C21)OCC2=NC=CC=C2 (3-(3-Methylisoxazol-5-yl)-6-(2-pyridyl)methyloxy-1,2,4-triazolo[3,4-a]phthalazine), Intermediate 2, ClCC1=NC=CN=C1 (2-chloromethylpyrazine). Procedure: The title-compound was prepared from 6-hydroxy-3-(3-methylisoxazol-5-yl)-1,2,4-triazolo[3,4-a]phthalazine (generated from the product of Example 120 part a using the conditions described for the preparation of Intermediate 2) and 2-chloromethylpyrazine (prepared as described in Example 15 part a) using the procedure described in Example part b. 1H NMR (360 MHz, CDCl3) δ 2.48 (3H, s, CH3), 5.83 (2H, s, CH2), 7.03 (1H, s, Ar—H), 7.87 (1H, m, Ar—H), 8.01 (1H, m, Ar—H), 8.32 (1H, d, J=7.8 Hz, Ar—H),... Starting materials: COC(CCCCCCCC1OC(CC1)CCC(CCCCC)O)=O (8-[5-(3-Hydroxyoctyl)-tetrahydro-2-furyl]-octanoic acid methyl ester), C([O-])([O-])=O.[K+].[K+] (potassium carbonate). Solvent: CO (methanol). Yields the product OC(CCC1CCC(O1)CCCCCCCC(=O)O)CCCCC (8-[5-(3-Hydroxyoctyl)-tetrahydro-2-furyl]-octanoic acid). The yield is 94.6%. As a reaction SMILES: C[O:2][C:3](=[O:25])[CH2:4][CH2:5][CH2:6][CH2:7][CH2:8][CH2:9][CH2:10][CH:11]1[CH2:15][CH2:14][CH:13]([CH2:16][CH2:17][CH:18]([OH:24])[CH2:19][CH2:20][CH2:21][CH2:22][CH3:23])[O:12]1.C(=O)([O-])[O-].[K+].[K+]>CO>[OH:24][CH:18]([CH2:19][CH2:20][CH2:21][CH2:22][CH3:23])[CH2:17][CH2:16][CH:13]1[O:12][CH:11]([CH2:10][CH2:9][CH2:8][CH2:7][CH2:6][CH2:5][CH2:4][C:3]([OH:25])=[O:2])[CH2:15][CH2:14]1 |f:1.2.3|. Procedure: VI (1.78 g, 0.00500 mole), methanol (20 ml), and 20% aqueous potassium carbonate (10 ml) were stirred and heated under reflux for 90 minutes. The methanol was removed from a water bath (60° C, 100 mm Hg). The residue was diluted with water (25 ml) and washed with ether (25 ml). The resulting clear solution was acidified to pH 5-6 with acetic acid. An emulsion was formed, which was extracted with ether (25 + 25 ml). The combined ethereal extracts were dried over sodium sulfate and evaporated from... The reactants are OCC1=NON=C1C (3-hydroxymethyl-4-methylfurazan), Cl.NCCS (2-aminoethanethiol hydrochloride). Solvent: Br (hydrobromic acid). Conditions: time 40 hour. The product is CC=1C(=NON1)CSCCN (2-[(4-Methyl-1,2,5-oxadiazol-3-yl)methylthio]ethylamine), hydrobromide salt. Reaction SMILES: O[CH2:2][C:3]1[C:7]([CH3:8])=[N:6][O:5][N:4]=1.Cl.[NH2:10][CH2:11][CH2:12][SH:13]>Br>[CH3:8][C:7]1[C:3]([CH2:2][S:13][CH2:12][CH2:11][NH2:10])=[N:4][O:5][N:6]=1 |f:1.2|. Procedure: A solution of 3-hydroxymethyl-4-methylfurazan (2.49 g; 21.8 mmoles) [prepared in Step A] and 2-aminoethanethiol hydrochloride (2.48 g; 21.8 mmoles) in 60 ml of 48% aqueous hydrobromic acid was stirred and heated at reflux temperature for 23 hours and then at ambient temperature for 40 hours. The excess hydrobromic acid was removed under reduced pressure, and the oil residue was dissolved in isopropyl alcohol, filtered through Celite and the product was crystallized from the filtrate. Recrystalli... RXN SMILES: [CH3:17][C:18]#[N:19].[CH3:1][O:2][S:3](=[O:4])(=[O:5])[O-:6].[CH3:8][N:9]([CH3:10])[C:11]([Cl:12])([Cl:13])[N:14]([CH3:15])[CH3:16].[Na+:7]>>[CH3:1][O:2][S:3](=[O:4])(=[O:5])[O-:6].[CH3:8][N:9]([CH3:10])[C+:11]([Cl:12])[N:14]([CH3:15])[CH3:16]. Product: COS(=O)(=O)[O-], CN(C)[C+](Cl)N(C)C. Reactants: CC#N, COS(=O)(=O)[O-], CN(C)C(Cl)(Cl)N(C)C, [Na+]. Starting materials: NC1=CC=C(C=C1)C=1C(CC(NN1)=O)C (6-(p-aminophenyl)-4,5-dihydro-5-methyl-3(2H)-pyridazinone), C(C)(=O)OC(C(=O)Cl)C (2-acetoxypropionyl chloride). Run in CC(=O)C (acetone). Product: C(C)(=O)OC(C(=O)NC1=CC=C(C=C1)C=1C(CC(NN1)=O)C)C (6-[p-(2-acetoxypropionylamino)-phenyl]-4,5-dihydro-5-methyl-3(2H)-pyridazinone). Yield: 88.5%. RXN SMILES: [NH2:1][C:2]1[CH:7]=[CH:6][C:5]([C:8]2[CH:9]([CH3:15])[CH2:10][C:11](=[O:14])[NH:12][N:13]=2)=[CH:4][CH:3]=1.[C:16]([O:19][CH:20]([CH3:24])[C:21](Cl)=[O:22])(=[O:18])[CH3:17]>CC(C)=O>[C:16]([O:19][CH:20]([CH3:24])[C:21]([NH:1][C:2]1[CH:7]=[CH:6][C:5]([C:8]2[CH:9]([CH3:15])[CH2:10][C:11](=[O:14])[NH:12][N:13]=2)=[CH:4][CH:3]=1)=[O:22])(=[O:18])[CH3:17]. Procedure details: 20.3 g (100 millimoles) of 6-(p-aminophenyl)-4,5-dihydro-5-methyl-3(2H)-pyridazinone were stirred with 18.0 g (120 millimoles) of 2-acetoxypropionyl chloride and 400 ml of absolute acetone for 10 hours at room temperature. The product was filtered off under suction at 10° C., washed with cold acetone and dried at 70° C. under reduced pressure. 28.1 g (88.6%) of 6-[p-(2-acetoxypropionylamino)-phenyl]-4,5-dihydro-5-methyl-3(2H)-pyridazinone were obtained. Mp.: 198°-200° C. (dimethylformamide/water... Reactants: O.NN (hydrazine hydrate), C(C)OC(CN1C(C=CC=C1)=O)=O ((2-oxo-2H-pyridin-1-yl)-acetic acid ethyl ester). The solvent is C(C)O (ethanol). Yields the product O=C1N(C=CC=C1)CC(=O)NN ((2-Oxo-2H-pyridin-1-yl)-acetic acid hydrazide). Yield: 78.0%. Reaction SMILES: C([O:3][C:4](=O)[CH2:5][N:6]1[CH:11]=[CH:10][CH:9]=[CH:8][C:7]1=[O:12])C.O.[NH2:15][NH2:16]>C(O)C>[O:12]=[C:7]1[CH:8]=[CH:9][CH:10]=[CH:11][N:6]1[CH2:5][C:4]([NH:15][NH2:16])=[O:3] |f:1.2|. Procedure details: As described for example 112a, (2-oxo-2H-pyridin-1-yl)-acetic acid ethyl ester (Begley, William J. et. al. Journal of the Chemical Society, Perkin Transactions 1 (1981), (9), 2620-4) in ethanol was reacted with hydrazine hydrate (1.1 equivalents) at 60° C. for 36 h. The mixture was cooled to rt and the precipitated product was filtered off and dried to afford the title compound as a white solid (yield: 78%). MS: m/e=168.2 [M+H]+.